From a dataset of the Open Reaction Database (ORD), a public repository of structured organic reaction records. describe an organic reaction: reactants, conditions, products, and yield The reactants are O (Water), ClC1=CC=C(COC2=CC=C(C(CCl)=O)C=C2)C=C1 (4-(4-chlorobenzyloxy)phenacyl chloride), CNC(=S)N (1-methylthiourea), N (ammonia). Solvent: C(C)O (ethanol). Run at time 10 minute. Product: ClC1=CC=C(COC2=CC=C(C=C2)C=2N=C(SC2)NC)C=C1 (4-[4-(4-chlorobenzyloxy)phenyl]-2-methylaminothiazole). Yield: 89.1%. As a reaction SMILES: [Cl:1][C:2]1[CH:19]=[CH:18][C:5]([CH2:6][O:7][C:8]2[CH:17]=[CH:16][C:11]([C:12](=O)[CH2:13]Cl)=[CH:10][CH:9]=2)=[CH:4][CH:3]=1.[CH3:20][NH:21][C:22]([NH2:24])=[S:23].N.O>C(O)C>[Cl:1][C:2]1[CH:19]=[CH:18][C:5]([CH2:6][O:7][C:8]2[CH:17]=[CH:16][C:11]([C:12]3[N:24]=[C:22]([NH:21][CH3:20])[S:23][CH:13]=3)=[CH:10][CH:9]=2)=[CH:4][CH:3]=1. Reported procedure: A 1.43 g portion of 4-(4-chlorobenzyloxy)phenacyl chloride and 495 mg of 1-methylthiourea were stirred in 30 ml of ethanol at 70° C. for 30 minutes. After cooling, 10 ml of aqueous ammonia was added to stir at room temperature for 10 minutes. Water was added to extract with ethyl acetate. After washing with water and drying, the ethyl acetate was distilled off, thus yielding 1.47 g (89.1%) of 4-[4-(4-chlorobenzyloxy)phenyl]-2-methylaminothiazole. Recrystallization from ethyl acetate afforded cry... The reactants are DNA, C(C(CO)(CO)N)O (Tris), RNA, Cl.NC(=N)N (Guanidine HCl). Product: C(C(CO)(CO)N)O.Cl (TrisHCl). As a reaction SMILES: [ClH:1].NC(N)=N.[CH2:6]([OH:13])[C:7]([NH2:12])([CH2:10][OH:11])[CH2:8][OH:9]>>[CH2:6]([OH:13])[C:7]([NH2:12])([CH2:10][OH:11])[CH2:8][OH:9].[ClH:1] |f:0.1,3.4|. Reported procedure: The first solid phase, i.e. the DNA-binding beads, are preferably Magprep Silica HS beads that are preferably diluted 1 in 3 in lysis buffer from a stock solution of 50 mg/ml to get in total 833.3 mg beads at a volume of 50 mL. Correspondingly, the second solid phase, i.e. the RNA-binding beads, are preferably Magprep Silica Basic beads that are preferably diluted 1 in 3 in lysis buffer from a stock solution of 50 mg/ml to get in total 833.3 mg beads at a volume of 50 mL. The kit preferably also...